From a dataset of the Open Reaction Database (ORD), a public repository of structured organic reaction records. describe an organic reaction: reactants, conditions, products, and yield Starting materials: C(C1=CC=CC=C1)#N (benzonitrile), Cl (HCl), O (H2O), BrC1=CSC=C1 (3-bromothiophene), [Li]CCCC (n-BuLi). The solvent is O1CCCC1 (tetrahydrofuran), CCOCC (ether), O1CCCC1 (tetrahydrofuran). Conditions: temperature -78 celsius, time 15 minute. Product: C1(=CC=CC=C1)C(=O)C1=CSC=C1 (Phenyl-thiophen-3-yl-methanone). Isolated yield 72.3%. Reaction SMILES: Br[C:2]1[CH:6]=[CH:5][S:4][CH:3]=1.[Li]CCCC.[C:12](#N)[C:13]1[CH:18]=[CH:17][CH:16]=[CH:15][CH:14]=1.Cl.[OH2:21]>O1CCCC1.CCOCC>[C:13]1([C:12]([C:2]2[CH:6]=[CH:5][S:4][CH:3]=2)=[O:21])[CH:18]=[CH:17][CH:16]=[CH:15][CH:14]=1. Procedure details: The solution containing 0.937 mL (10 mmol) of 3-bromothiophene, 3 mL of tetrahydrofuran, and 8 mL of ether was cooled to −78° C. under N2. To the cooled solution was then added 4 mL of n-BuLi ([2.5] M in hexane) drop wise, while maintaining the reaction temperature below −70° C. The reaction solution turned to light yellow suspension. The suspension was allowed to stir 15 min at <−70° C. After 15 min, a solution containing 1.02 mL (10 mmol) of benzonitrile and 3 mL of tetrahydrofuran was added d... Reactants: C(C1=CC=CC=C1)NC1CC2=CC=C(C=C2CC1)Br (benzyl-(6-bromo-1,2,3,4-tetrahydro-naphthalen-2-yl)-amine), N1[C@@H](CCC1)CN1CCCC1 ((S)-(+)-1-(2-pyrrolidinylmethyl)-pyrrolidine), C(C1=CC=CC=C1)NC1CC2=CC=C(C=C2CC1)Br (benzyl-(6-bromo-1,2,3,4-tetrahydro-naphthalen-2-yl)-amine), BrC=1C=C2CCC(CC2=CC1)=O (6-bromo-2-tetralone), C(C1=CC=CC=C1)N (benzylamine). Product: C(C1=CC=CC=C1)NC1CC=2C=CC(=CC2CC1)C(=O)N1C(CCC1)CN1CCCC1 ((6-Benzylamino-5,6,7,8-tetrahydro-naphthalen-2-yl)-(2-pyrrolidin-1-ylmethyl-pyrrolidin-1-yl)-methanone). As a reaction SMILES: [CH2:1]([NH:8][CH:9]1[CH2:18][CH2:17][C:16]2[C:11](=[CH:12][CH:13]=[C:14](Br)[CH:15]=2)[CH2:10]1)[C:2]1[CH:7]=[CH:6][CH:5]=[CH:4][CH:3]=1.[NH:20]1[CH2:24][CH2:23][CH2:22][C@H:21]1[CH2:25][N:26]1[CH2:30][CH2:29][CH2:28][CH2:27]1.BrC1C=C2C(=CC=1)C[C:37](=[O:42])CC2.C(N)C1C=CC=CC=1>>[CH2:1]([NH:8][CH:9]1[CH2:18][CH2:17][C:16]2[CH:15]=[C:14]([C:37]([N:20]3[CH2:24][CH2:23][CH2:22][CH:21]3[CH2:25][N:26]3[CH2:30][CH2:29][CH2:28][CH2:27]3)=[O:42])[CH:13]=[CH:12][C:11]=2[CH2:10]1)[C:2]1[CH:7]=[CH:6][CH:5]=[CH:4][CH:3]=1. Procedure details: (6-Benzylamino-5,6,7,8-tetrahydro-naphthalen-2-yl)-(2-pyrrolidin-1-ylmethyl-pyrrolidin-1-yl)-methanone is prepared from benzyl-(6-bromo-1,2,3,4-tetrahydro-naphthalen-2-yl)-amine and (S)-(+)-1-(2-pyrrolidinylmethyl)-pyrrolidine in a manner substantially analogous to Procedure A. (See herein Example 1). Starting material, benzyl-(6-bromo-1,2,3,4-tetrahydro-naphthalen-2-yl)-amine, can be prepared from 6-bromo-2-tetralone and benzylamine in a manner substantially analogous to Preparation 1. Mass spe...